Dataset: the Open Reaction Database (ORD), a public repository of structured organic reaction records. Task: describe an organic reaction: reactants, conditions, products, and yield Reactants: COCC#Cc1nn(C)c2ccc(Br)cc12, CO. Product: COCCCc1nn(C)c2ccc(Br)cc12. Reaction SMILES: [Br:1][c:2]1[cH:3][c:4]2[c:5]([C:12]#[C:13][CH2:14][O:15][CH3:16])[n:6][n:7]([CH3:11])[c:8]2[cH:9][cH:10]1.[CH3:17][OH:18]>>[Br:1][c:2]1[cH:3][c:4]2[c:5]([CH2:12][CH2:13][CH2:14][O:15][CH3:16])[n:6][n:7]([CH3:11])[c:8]2[cH:9][cH:10]1.